From a dataset of the Open Reaction Database (ORD), a public repository of structured organic reaction records. describe an organic reaction: reactants, conditions, products, and yield Reactants: C(C)OC(=O)C1=COC2=C1C=CC(=C2)OC (6-methoxy-benzofuran-3-carboxylic acid ethyl ester), B(Br)(Br)Br (boron tribromide). Solvent: ClCCl (dichloromethane). Run at temperature 0 celsius, time 60 minute. Yields the product C(C)OC(=O)C1=COC2=C1C=CC(=C2)O (6-hydroxy-benzofuran-3-carboxylic acid ethyl ester). Isolated yield 67.7%. Reaction SMILES: [CH2:1]([O:3][C:4]([C:6]1[C:10]2[CH:11]=[CH:12][C:13]([O:15]C)=[CH:14][C:9]=2[O:8][CH:7]=1)=[O:5])[CH3:2].B(Br)(Br)Br>ClCCl>[CH2:1]([O:3][C:4]([C:6]1[C:10]2[CH:11]=[CH:12][C:13]([OH:15])=[CH:14][C:9]=2[O:8][CH:7]=1)=[O:5])[CH3:2]. Procedure details: A −78° C. solution of 6-methoxy-benzofuran-3-carboxylic acid ethyl ester (1.50 g, 6.81 mmol) in dichloromethane (20 mL) is treated with boron tribromide (20 mL) dropwise. The mixture is stirred at 0° C. for 60 minutes. The reaction is quenched by adding MeOH (10 mL) dropwise over 10 minutes. The mixture is concentrated. The residue is purified via flash chromatography eluting with 25% EtOAc/hexanes to provide the title compound (0.95 g, 68%). ES/MS m/e 207.0 (M+1), 205.0 (M−1). Reactants: COC(=O)c1ccc(NC(=O)COCc2ccccc2)cc1, CO, [H][H]. The product is COC(=O)c1ccc(NC(=O)CO)cc1. RXN SMILES: [CH3:1][O:2][C:3]([c:4]1[cH:5][cH:6][c:7]([NH:10][C:11]([CH2:12][O:13][CH2:14][c:15]2[cH:16][cH:17][cH:18][cH:19][cH:20]2)=[O:21])[cH:8][cH:9]1)=[O:22].[CH3:25][OH:26].[H:23][H:24]>>[CH3:1][O:2][C:3]([c:4]1[cH:5][cH:6][c:7]([NH:10][C:11]([CH2:12][OH:13])=[O:21])[cH:8][cH:9]1)=[O:22]. Starting materials: [OH-].[K+] (Potassium hydroxide), BrC=1SC2=C(N=C(N=C2N[C@@H](CO)C)SCC2=C(C=CC=C2)F)N1 (2-[[2-bromo-5-[[(2-fluorophenyl)methyl]thio]thiazolo[4,5-d]pyrimidin-7-yl]amino]-(2R)-1-propanol), CO (MeOH), Cl (HCl). Conditions: time 24 hour. Product: FC1=C(C=CC=C1)CSC=1N=C(C2=C(N1)N=C(S2)OC)N[C@@H](CO)C (2-[[5-[[(2-fluorophenyl)methyl]thio]-2-methoxythiazolo[4,5-d]pyrimidin-7-yl]amino]-(2R)-1-propanol). As a reaction SMILES: [OH-:1].[K+].Br[C:4]1[S:5][C:6]2[C:11]([NH:12][C@H:13]([CH3:16])[CH2:14][OH:15])=[N:10][C:9]([S:17][CH2:18][C:19]3[CH:24]=[CH:23][CH:22]=[CH:21][C:20]=3[F:25])=[N:8][C:7]=2[N:26]=1.Cl.[CH3:28]O>>[F:25][C:20]1[CH:21]=[CH:22][CH:23]=[CH:24][C:19]=1[CH2:18][S:17][C:9]1[N:10]=[C:11]([NH:12][C@H:13]([CH3:16])[CH2:14][OH:15])[C:6]2[S:5][C:4]([O:1][CH3:28])=[N:26][C:7]=2[N:8]=1 |f:0.1|. Procedure details: Potassium hydroxide (27 mg) was added to a solution of the product of example 32 step d) (0.1 g) in MeOH (10 ml). The mixture was stirred for 24 h before neutralising to pH 7 with 2M HCl solution. The volatiles were removed in vacuo and the product used directly in the following step. Reactants: CCN(CC)S(F)(F)F, CN(C)c1ccc(C(=O)C(O)c2cccc(Cl)c2)cc1, ClCCl, O. Reaction SMILES: [CH2:1]([N:2]([S:3]([F:4])([F:5])[F:7])[CH2:6][CH3:8])[CH3:9].[Cl:10][c:11]1[cH:12][c:13]([CH:17]([C:18](=[O:19])[c:20]2[cH:21][cH:22][c:23]([N:26]([CH3:27])[CH3:28])[cH:24][cH:25]2)[OH:29])[cH:14][cH:15][cH:16]1.[Cl:31][CH2:32][Cl:33].[OH2:30]>>[F:7][CH:17]([c:13]1[cH:12][c:11]([Cl:10])[cH:16][cH:15][cH:14]1)[C:18](=[O:19])[c:20]1[cH:21][cH:22][c:23]([N:26]([CH3:27])[CH3:28])[cH:24][cH:25]1. Product: CN(C)c1ccc(C(=O)C(F)c2cccc(Cl)c2)cc1. Starting materials: O=C(O)c1cccc([N+](=O)[O-])c1Br, CC(C)(C)N, CCOC(C)=O, CN(C)C=O. The product is CC(C)(C)NC(=O)c1cccc([N+](=O)[O-])c1Br. Reaction SMILES: [Br:1][c:2]1[c:3]([C:4](=[O:5])[OH:6])[cH:7][cH:8][cH:9][c:10]1[N+:11](=[O:12])[O-:13].[CH3:14][C:15]([CH3:16])([CH3:17])[NH2:18].[CH3:24][CH2:25][O:26][C:27]([CH3:28])=[O:29].[O:19]=[CH:20][N:21]([CH3:22])[CH3:23]>>[Br:1][c:2]1[c:3]([C:4](=[O:6])[NH:18][C:15]([CH3:14])([CH3:16])[CH3:17])[cH:7][cH:8][cH:9][c:10]1[N+:11](=[O:12])[O-:13]. The reactants are [N+](=O)([O-])C1=C(C=CC=C1Cl)CC(=O)OCC (ethyl 2-(2-nitro-3-chlorophenyl)acetate), ClC1=C(C=CC=C1)O (2-chlorophenol), C([O-])([O-])=O (carbonate), cupric oxide. Yields the product [N+](=O)([O-])C1=C(C=CC=C1OC1=C(C=CC=C1)Cl)CC(=O)O (2-[2-nitro-3-(2-chlorophenoxy)phenyl]acetic acid). Yield: 24.3%. Reaction SMILES: [N+:1]([C:4]1[C:9](Cl)=[CH:8][CH:7]=[CH:6][C:5]=1[CH2:11][C:12]([O:14]CC)=[O:13])([O-:3])=[O:2].[Cl:17][C:18]1[CH:23]=[CH:22][CH:21]=[CH:20][C:19]=1[OH:24].C(=O)([O-])[O-]>>[N+:1]([C:4]1[C:9]([O:24][C:19]2[CH:20]=[CH:21][CH:22]=[CH:23][C:18]=2[Cl:17])=[CH:8][CH:7]=[CH:6][C:5]=1[CH2:11][C:12]([OH:14])=[O:13])([O-:3])=[O:2]. Reported procedure: A mixture of ethyl 2-(2-nitro-3-chlorophenyl)acetate (15 g.), 2-chlorophenol (11.7 g.), anhydrous pottassium carbonate (12.8 g.) and cupric oxide (1.5 g.) was treated in a similar manner to the above Preparations to give 2-[2-nitro-3-(2-chlorophenoxy)phenyl]acetic acid (4.6 g.). mp 162° to 164° C. A mixture of thus obtained product, ethanol and a small amount of conc. sulfuric acid was treated in a similar manner to the above to give oily ethyl 2-[2-nitro-3-(2-chlorophenoxy)phenyl]acetate (5 g.)...